describe an organic reaction: reactants, conditions, products, and yield From a dataset of the Open Reaction Database (ORD), a public repository of structured organic reaction records. Product: CCOC(=O)c1cc(N2CCCC2=O)c2c(c1)c(CC)cn2C. Reaction SMILES: [CH2:1]([CH3:2])[c:3]1[cH:4][nH:5][c:6]2[c:7]([N:17]3[C:18](=[O:22])[CH2:19][CH2:20][CH2:21]3)[cH:8][c:9]([C:12](=[O:13])[O:14][CH2:15][CH3:16])[cH:10][c:11]12.[CH2:25]([I:26])[CH3:27].[H-:24].[Na+:23].[O:28]=[CH:29][N:30]([CH3:31])[CH3:32]>>[CH2:1]([CH3:2])[c:3]1[cH:4][n:5]([CH3:25])[c:6]2[c:7]([N:17]3[C:18](=[O:22])[CH2:19][CH2:20][CH2:21]3)[cH:8][c:9]([C:12](=[O:13])[O:14][CH2:15][CH3:16])[cH:10][c:11]12. Reactants: CCOC(=O)c1cc(N2CCCC2=O)c2[nH]cc(CC)c2c1, CCI, [H-], [Na+], CN(C)C=O.